From a dataset of the Open Reaction Database (ORD), a public repository of structured organic reaction records. describe an organic reaction: reactants, conditions, products, and yield Starting materials: C=1C=CN2C1CNC1=C(C2)C=CC=C1 (10,11-dihydro-5H-pyrrolo[2,1-c][1,4]benzodiazepine), C(C)(C)N(C(C)C)CC (N,N-diisopropylethylamine), BrC1=CC=C(C=C1)S(=O)(=O)Cl (4-bromobenzenesulfonyl chloride). Solvent: ClCCl (dichloromethane), ClCCl (dichloromethane). Run at time 18 hour. The product is BrC1=CC=C(C=C1)S(=O)(=O)N1CC=2N(CC3=C1C=CC=C3)C=CC2 (10-[(4-Bromophenyl)sulfonyl]-10,11-dihydro-5H-pyrrolo[2,1-c][1,4]benzodiazepine). Yield: 109.1%. Reaction SMILES: [CH:1]1[CH:2]=[CH:3][N:4]2[CH2:10][C:9]3[CH:11]=[CH:12][CH:13]=[CH:14][C:8]=3[NH:7][CH2:6][C:5]=12.C(N(CC)C(C)C)(C)C.[Br:24][C:25]1[CH:30]=[CH:29][C:28]([S:31](Cl)(=[O:33])=[O:32])=[CH:27][CH:26]=1>ClCCl>[Br:24][C:25]1[CH:30]=[CH:29][C:28]([S:31]([N:7]2[C:8]3[CH:14]=[CH:13][CH:12]=[CH:11][C:9]=3[CH2:10][N:4]3[CH:3]=[CH:2][CH:1]=[C:5]3[CH2:6]2)(=[O:33])=[O:32])=[CH:27][CH:26]=1. Reported procedure: To a solution of 10,11-dihydro-5H-pyrrolo[2,1-c][1,4]benzodiazepine (10 g, 0.0543 mol) and N,N-diisopropylethylamine (14.2 mL, 0.0814 mol) in dry dichloromethane (200 mL) at 0° C. under nitrogen was added dropwise a solution of 4-bromobenzenesulfonyl chloride (10.4 g, 0.0407 mol) in dry dichloromethane (80 mL) over 10 minutes. The ice bath was removed and the reaction mixture stirred at room temperature for 18 hours. The reaction mixture was then washed with 1 M hydrochloric acid (2×250 mL), 0.5... Starting materials: [H-].[Na+] (sodium hydride), ClC(C#N)(Cl)Cl (Trichloroacetonitrile), C(C=C)O (2-propen-1-ol), ice-salt. The solvent is CCOCC (ether), CCOCC (ether). Run at time 20 minute. Product: ClC(C(OCC=C)=N)(Cl)Cl (2,2,2-Trichloroacetimidoic acid, 2-propenyl ester). Reaction SMILES: [H-].[Na+].[CH2:3]([OH:6])[CH:4]=[CH2:5].[Cl:7][C:8]([Cl:12])([Cl:11])[C:9]#[N:10]>CCOCC>[Cl:7][C:8]([Cl:12])([Cl:11])[C:9](=[NH:10])[O:6][CH2:3][CH:4]=[CH2:5] |f:0.1|. Reported procedure: A suspension of 80% sodium hydride (945 mg., 31.5 mmol.; washed twice with 25 ml. of hexane) in dry. ether (30 ml.) was treated dropwise with a solution of 2-propen-1-ol (21.4 ml., 18.3 g., 315 mmol.), in dry ether (45 ml.), stirred for 20 minutes at room temperature under argon and then cooled to 0° C. (ice-salt bath). Trichloroacetonitrile (30 ml. or 42.3 g., 0.30 mole) was added over a period of 15 minutes and the brownish solution was stirred at 0° C. for 40 minutes, at 10° C. for 10 minutes... The reactants are C(C)(C)NC1=NC(=NC(=C1)N1CC2CCC(C1)O2)C2=CC=C(C=C2)[N+](=O)[O-] (Isopropyl-[2-(4-nitro-phenyl)-6-(8-oxa-3-aza-bicyclo[3.2.1]oct-3-yl)-pyrimidin-4-yl]-amine). Reagents/catalysts: [Pd] (Pd on charcoal). Solvent: CC(C)O (2-propanol), ClCCl (dichloromethane). Reaction conditions: time 1 hour. The product is NC1=CC=C(C=C1)C1=NC(=CC(=N1)NC(C)C)N1CC2CCC(C1)O2 ([2-(4-Amino-phenyl)-6-(8-oxa-3-aza-bicyclo[3.2.1]oct-3-yl)-pyrimidin-4-yl]-isopropyl-amine). Reaction SMILES: [CH:1]([NH:4][C:5]1[CH:10]=[C:9]([N:11]2[CH2:17][CH:16]3[O:18][CH:13]([CH2:14][CH2:15]3)[CH2:12]2)[N:8]=[C:7]([C:19]2[CH:24]=[CH:23][C:22]([N+:25]([O-])=O)=[CH:21][CH:20]=2)[N:6]=1)([CH3:3])[CH3:2]>CC(O)C.ClCCl.[Pd]>[NH2:25][C:22]1[CH:21]=[CH:20][C:19]([C:7]2[N:6]=[C:5]([NH:4][CH:1]([CH3:3])[CH3:2])[CH:10]=[C:9]([N:11]3[CH2:12][CH:13]4[O:18][CH:16]([CH2:15][CH2:14]4)[CH2:17]3)[N:8]=2)=[CH:24][CH:23]=1. Procedure details: In a 250 mL round-bottomed flask was placed 6-(8-oxa-3-azabicyclo[3.2.1]octan-3-yl)-N-isopropyl-2-(4-nitrophenyl)pyrimidin-4-amine (17, 74 mg, 0.200 mmol) in 2-propanol (7 mL) and dichloromethane (7 mL) to give a yellow solution. A catalytic amount of Pd on charcoal (wet) was added and the mixture was stirred under a hydrogen atmosphere for 1 hour. The mixture was filtered over Celite™, rinsed with dichloromethane and concentrated to give the title compound in quantitative yield. Reactants: [Al+3], ClB(Cl)Cl, CSC#N, [Cl-], [Cl-], [Cl-], ClCCCl, [Na+], [OH-], Oc1cccc2ccccc12. The product is N#Cc1ccc2ccccc2c1O. As a reaction SMILES: [Al+3:17].[B:1]([Cl:2])([Cl:3])[Cl:4].[CH3:22][S:23][C:24]#[N:25].[Cl-:16].[Cl-:18].[Cl-:19].[Cl:26][CH2:27][CH2:28][Cl:29].[Na+:21].[OH-:20].[c:5]1([OH:15])[cH:6][cH:7][cH:8][c:9]2[cH:10][cH:11][cH:12][cH:13][c:14]12>>[c:5]1([OH:15])[c:6]([C:24]#[N:25])[cH:7][cH:8][c:9]2[cH:10][cH:11][cH:12][cH:13][c:14]12. Reactants: CO, COc1cc(F)c(C(=O)O)c(F)c1, O=S(=O)(O)O. Yields the product COC(=O)c1c(F)cc(OC)cc1F. RXN SMILES: [CH3:19][OH:20].[F:1][c:2]1[c:3]([C:4](=[O:5])[OH:6])[c:7]([F:13])[cH:8][c:9]([O:11][CH3:12])[cH:10]1.[S:14](=[O:15])(=[O:16])([OH:17])[OH:18]>>[F:1][c:2]1[c:3]([C:4](=[O:5])[O:6][CH3:19])[c:7]([F:13])[cH:8][c:9]([O:11][CH3:12])[cH:10]1.